This data is from the Open Reaction Database (ORD), a public repository of structured organic reaction records. The task is: describe an organic reaction: reactants, conditions, products, and yield Reactants: C(C)(C)(C)OC(=O)NC(CO)(C)C (2-t-butoxycarbonylamino-2-methyl-1-propanol), CI (methyl iodide), O (water), [H-].[Na+] (NaH). Run in C1CCOC1 (THF), C1CCOC1 (THF), C1CCOC1 (THF). Reaction conditions: temperature 0 celsius, time 1.5 hour. Product: C(C)(C)(C)OC(=O)NC(COC)(C)C (2-t-butoxycarbonylamino-2-methyl-1-methoxypropane). The yield is 25.9%. As a reaction SMILES: [H-].[Na+].[C:3]([O:7][C:8]([NH:10][C:11]([CH3:15])([CH3:14])[CH2:12][OH:13])=[O:9])([CH3:6])([CH3:5])[CH3:4].[CH3:16]I.O>C1COCC1>[C:3]([O:7][C:8]([NH:10][C:11]([CH3:15])([CH3:14])[CH2:12][O:13][CH3:16])=[O:9])([CH3:6])([CH3:5])[CH3:4] |f:0.1|. Procedure details: A suspension of 60% NaH (635.7 mg, 15.89 mmol) in THF (10 ml) was cooled to 0° C. To the mixture was added a solution of 2-t-butoxycarbonylamino-2-methyl-1-propanol (1.5398 g, 8.14 mmol) in THF (5 ml) dropwise, and stirred for 1.5 hours. To the mixture was added a solution of methyl iodide (0.50 ml, 8.03 mmol) in THF (5 ml) dropwise at 0° C., and stirred for 2.5 hours. The reaction mixture was added to water and extracted three times with ethyl acetate. The extract was dried over MgSO4, concentr... Reactants: O=C(CCC1=CC=C(OC(C(=O)OC(C)(C)C)CC)C=C1)C=1SC(=CC1)C1=CC=C(C=C1)C(F)(F)F (tert-butyl 2-(4-(3-oxo-3-(5-(4-(trifluoromethyl)phenyl)thien-2-yl)propyl)phenoxy)butanoate), FC(C(=O)O)(F)F (trifluoroacetic acid). The product is O=C(CCC1=CC=C(OC(C(=O)O)CC)C=C1)C=1SC(=CC1)C1=CC=C(C=C1)C(F)(F)F (2-(4-(3-Oxo-3-(5-(4-(trifluoromethyl)phenyl)thien-2-yl)propyl)phenoxy)-butanoic acid). As a reaction SMILES: [O:1]=[C:2]([C:22]1[S:23][C:24]([C:27]2[CH:32]=[CH:31][C:30]([C:33]([F:36])([F:35])[F:34])=[CH:29][CH:28]=2)=[CH:25][CH:26]=1)[CH2:3][CH2:4][C:5]1[CH:21]=[CH:20][C:8]([O:9][CH:10]([CH2:18][CH3:19])[C:11]([O:13]C(C)(C)C)=[O:12])=[CH:7][CH:6]=1.FC(F)(F)C(O)=O>>[O:1]=[C:2]([C:22]1[S:23][C:24]([C:27]2[CH:28]=[CH:29][C:30]([C:33]([F:36])([F:34])[F:35])=[CH:31][CH:32]=2)=[CH:25][CH:26]=1)[CH2:3][CH2:4][C:5]1[CH:21]=[CH:20][C:8]([O:9][CH:10]([CH2:18][CH3:19])[C:11]([OH:13])=[O:12])=[CH:7][CH:6]=1. Reported procedure: 2-(4-(3-Oxo-3-(5-(4-(trifluoromethyl)phenyl)thien-2-yl)propyl)phenoxy)-butanoic acid is prepared from tert-butyl 2-(4-(3-oxo-3-(5-(4-(trifluoromethyl)phenyl)thien-2-yl)propyl)phenoxy)butanoate according to general procedure E using 10 equivalents of trifluoroacetic acid. Reactants: COCCOC1=C(C=C(C=C1)[N+](=O)[O-])S(=O)(=O)[O-].[Na+] (sodium 2-(2-methoxyethoxy) -5-nitrobenzenesulfonate), reduced iron, [Cl-].[NH4+] (ammonium chloride). The solvent is O (water). Reaction conditions: time 2 hour. Product: NC=1C=CC(=C(C1)S(=O)(=O)[O-])OCCOC.[Na+] (Sodium 5-Amino-2-(2-methoxyethyoxy)benzenesulfonate). RXN SMILES: [CH3:1][O:2][CH2:3][CH2:4][O:5][C:6]1[CH:11]=[CH:10][C:9]([N+:12]([O-])=O)=[CH:8][C:7]=1[S:15]([O-:18])(=[O:17])=[O:16].[Na+:19].[Cl-].[NH4+]>O>[NH2:12][C:9]1[CH:10]=[CH:11][C:6]([O:5][CH2:4][CH2:3][O:2][CH3:1])=[C:7]([S:15]([O-:18])(=[O:17])=[O:16])[CH:8]=1.[Na+:19] |f:0.1,2.3,5.6|. Reported procedure: A mixture solution of 30 g of sodium 2-(2-methoxyethoxy) -5-nitrobenzenesulfonate, 30 g of reduced iron, 0.6 g of ammonium chloride and 60 ml of water was heated at 80° to 85° C. with stirring for 2 hours. After completion of the reaction, the insoluble materials were removed by filtration, 200 ml of isopropyl alcohol was added to the filtrate and the mixture was cooled with ice. The crystals thus precipirated were collected by filtration, washed with 50 m of isopropyl alcohol and air-dried. Yie... The product is ClC1=C2C(=NN=C1C1=CC=CC=C1)N(N=C2C2=CC(=CC=C2)Cl)C (4-chloro-3-(3-chlorophenyl)-1-methyl-5-phenyl-1H-pyrazolo[3,4-c]pyridazine). The reactants are ClC1=C2C(=NN=C1C1=CC=CC=C1)N(N=C2C2=C(C=CC=C2)Cl)C (4-chloro-3-(2-chlorophenyl)-1-methyl-5-phenyl-1H-pyrazolo[3,4-c]pyridazine), ClC=1C=C(C(=O)CC#N)C=CC1 (3-chlorobenzoylacetonitrile). Procedure: Compound 13 was synthesised following similar procedures outlined in Example 1 (Compound 37), using 3-chlorobenzoylacetonitrile instead of 2-chlorobenzoyl acetonitrile in Step 1. Reaction SMILES: [Cl:1][C:2]1[C:7]([C:8]2[CH:13]=[CH:12][CH:11]=[CH:10][CH:9]=2)=[N:6][N:5]=[C:4]2[N:14]([CH3:24])[N:15]=[C:16](C3C=CC=CC=3Cl)[C:3]=12.[Cl:25][C:26]1[CH:27]=[C:28]([CH:34]=[CH:35][CH:36]=1)C(CC#N)=O>>[Cl:1][C:2]1[C:7]([C:8]2[CH:9]=[CH:10][CH:11]=[CH:12][CH:13]=2)=[N:6][N:5]=[C:4]2[N:14]([CH3:24])[N:15]=[C:16]([C:35]3[CH:34]=[CH:28][CH:27]=[C:26]([Cl:25])[CH:36]=3)[C:3]=12.